Dataset: the Open Reaction Database (ORD), a public repository of structured organic reaction records. Task: describe an organic reaction: reactants, conditions, products, and yield Starting materials: COC1=NC=C(C=C1N)B1OC(C(O1)(C)C)(C)C (2-(methoxy)-5-(4,4,5,5-tetramethyl-1,3,2-dioxaborolan-2-yl)-3-pyridinamine), BrC1=CC(=C2C=NN(C2=C1)S(=O)(=O)C1=CC=C(C=C1)C)C=1OC(=NN1)CN1C[C@H](O[C@H](C1)C)C (6-Bromo-4-(5-{[(2R,6S)-2,6-dimethyl-4-morpholinyl]methyl}-1,3,4-oxadiazol-2-yl)-1-[(4-methylphenyl)sulfonyl]-1H-indazole), COC1=NC=C(C=C1N)B1OC(C(O1)(C)C)(C)C (2-(methyloxy)-5-(4,4,5,5-tetramethyl-1,3,2-dioxaborolan-2-yl)-3-pyridinamine), O.P(=O)([O-])([O-])[O-].[K+].[K+].[K+] (tripotassium phosphate monohydrate). Reagents/catalysts: [Pd](Cl)Cl.C1(=CC=CC=C1)P(C1=CC=CC=C1)[C-]1C=CC=C1.[C-]1(C=CC=C1)P(C1=CC=CC=C1)C1=CC=CC=C1.[Fe+2] (bis(diphenylphosphino)ferrocene palladium dichloride). The solvent is O1CCOCC1 (1,4-dioxane), O (water). Conditions: temperature 80 celsius. Product: C[C@@H]1CN(C[C@@H](O1)C)CC1=NN=C(O1)C1=C2C=NN(C2=CC(=C1)C=1C=C(C(=NC1)OC)N)S(=O)(=O)C1=CC=C(C=C1)C (5-{4-(5-{[(2R,6S)-2,6-Dimethyl-4-morpholinyl]methyl}-1,3,4-oxadiazol-2-yl)-1-[(4-methyl phenyl)sulfonyl]-1H-indazol-6-yl}-2-(methyloxy)-3-pyridinamine). Isolated yield 43.6%. As a reaction SMILES: Br[C:2]1[CH:10]=[C:9]2[C:5]([CH:6]=[N:7][N:8]2[S:11]([C:14]2[CH:19]=[CH:18][C:17]([CH3:20])=[CH:16][CH:15]=2)(=[O:13])=[O:12])=[C:4]([C:21]2[O:22][C:23]([CH2:26][N:27]3[CH2:32][C@H:31]([CH3:33])[O:30][C@H:29]([CH3:34])[CH2:28]3)=[N:24][N:25]=2)[CH:3]=1.[CH3:35][O:36][C:37]1[C:42]([NH2:43])=[CH:41][C:40](B2OC(C)(C)C(C)(C)O2)=[CH:39][N:38]=1.O.P([O-])([O-])([O-])=O.[K+].[K+].[K+]>O1CCOCC1.O.[Pd](Cl)Cl.C1(P([C-]2C=CC=C2)C2C=CC=CC=2)C=CC=CC=1.[C-]1(P(C2C=CC=CC=2)C2C=CC=CC=2)C=CC=C1.[Fe+2]>[CH3:34][C@H:29]1[O:30][C@@H:31]([CH3:33])[CH2:32][N:27]([CH2:26][C:23]2[O:22][C:21]([C:4]3[CH:3]=[C:2]([C:40]4[CH:41]=[C:42]([NH2:43])[C:37]([O:36][CH3:35])=[N:38][CH:39]=4)[CH:10]=[C:9]4[C:5]=3[CH:6]=[N:7][N:8]4[S:11]([C:14]3[CH:19]=[CH:18][C:17]([CH3:20])=[CH:16][CH:15]=3)(=[O:13])=[O:12])=[N:25][N:24]=2)[CH2:28]1 |f:2.3.4.5.6,9.10.11.12|. Procedure details: 6-Bromo-4-(5-{[(2R,6S)-2,6-dimethyl-4-morpholinyl]methyl}-1,3,4-oxadiazol-2-yl)-1-[(4-methylphenyl)sulfonyl]-1H-indazole (680 mg, 1.244 mmol) was dissolved in 1,4-dioxane (15 ml) and water (1.5 ml). 2-(methyloxy)-5-(4,4,5,5-tetramethyl-1,3,2-dioxaborolan-2-yl)-3-pyridinamine (311 mg, 1.244 mmol), bis(diphenylphosphino)ferrocene palladium dichloride (182 mg, 0.249 mmol) and tripotassium phosphate monohydrate (860 mg, 3.73 mmol) were added and the reaction mixture heated at 80° C. for 2 h. 2-(meth... Starting materials: C(C)(=O)[O-].[Na+] (sodium acetate), C(C)(=O)O (acetic acid), C(CC(=O)OCC(C)C)(=O)OCC(C)C (diisobutyl malonate), N(=O)[O-].[Na+] (sodium nitrite). Solvent: C(C)(C)(C)OC (methyl tert-butyl ether), O (water), O1CCOCC1 (1,4-dioxane). Run at time 2 hour. Yields the product ON=C(C(=O)OCC(C)C)C(=O)OCC(C)C (diisobutyl hydroxyiminomalonate). Reaction SMILES: C(O)(=O)C.[C:5]([O:15][CH2:16][CH:17]([CH3:19])[CH3:18])(=[O:14])[CH2:6][C:7]([O:9][CH2:10][CH:11]([CH3:13])[CH3:12])=[O:8].[N:20]([O-])=[O:21].[Na+].C([O-])(=O)C.[Na+]>C(OC)(C)(C)C.O.O1CCOCC1>[OH:21][N:20]=[C:6]([C:7]([O:9][CH2:10][CH:11]([CH3:13])[CH3:12])=[O:8])[C:5]([O:15][CH2:16][CH:17]([CH3:19])[CH3:18])=[O:14] |f:2.3,4.5|. Procedure details: 112.2 of acetic acid (96%) were added dropwise over 2 hours to a stirred mixture of 216.0 g (1 mol) of diisobutyl malonate, 250 g of 1,4-dioxane, 25.6 g of deionized water ad 80 g (1.15 mol) of sodium nitrite (technical grade), maintained at from 35° to 40° C. The mixture was allowed to continue reacting for 2 hours at 50° C., then 35.0 g of anhydrous sodium acetate and 200 g of methyl tert-butyl ether were added. After cooling of the mixture, the precipitated coarsely-crystalline sodium acetate... Starting materials: ClC1=CC=C(C=CCN(C)CCNS(=O)(=O)C=2C=3C=CN=CC3C=CC2)C=C1 (N-[2-(4-Chloro-N-Methylcinnamylamino)ethyl]-5-Isoquinolinesulfonamide), N1(CCCCC1)CCO (1-piperidinethanol), C1(=CC=CC=C1)P(C1=CC=CC=C1)C1=CC=CC=C1 (triphenylphosphine), N(=NC(=O)OCC)C(=O)OCC (diethyl azodicarboxylate). The solvent is C(C)(=O)OCC (ethyl acetate), O1CCCC1 (tetrahydrofuran), O1CCCC1 (tetrahydrofuran). Product: ClC1=CC=C(C=CCN(C)CCN(S(=O)(=O)C=2C=3C=CN=CC3C=CC2)CCN2CCCCC2)C=C1 (N-[2-(4-Chloro-N-Methylcinnamylamino)Ethyl]-N-(2-Piperidinoethyl)-5-Isoquinolinesulfonamide). Yield: 74.9%. As a reaction SMILES: [Cl:1][C:2]1[CH:28]=[CH:27][C:5]([CH:6]=[CH:7][CH2:8][N:9]([CH2:11][CH2:12][NH:13][S:14]([C:17]2[C:18]3[CH:19]=[CH:20][N:21]=[CH:22][C:23]=3[CH:24]=[CH:25][CH:26]=2)(=[O:16])=[O:15])[CH3:10])=[CH:4][CH:3]=1.[N:29]1([CH2:35][CH2:36]O)[CH2:34][CH2:33][CH2:32][CH2:31][CH2:30]1.C1(P(C2C=CC=CC=2)C2C=CC=CC=2)C=CC=CC=1.N(C(OCC)=O)=NC(OCC)=O>O1CCCC1.C(OCC)(=O)C>[Cl:1][C:2]1[CH:3]=[CH:4][C:5]([CH:6]=[CH:7][CH2:8][N:9]([CH2:11][CH2:12][N:13]([CH2:36][CH2:35][N:29]2[CH2:34][CH2:33][CH2:32][CH2:31][CH2:30]2)[S:14]([C:17]2[C:18]3[CH:19]=[CH:20][N:21]=[CH:22][C:23]=3[CH:24]=[CH:25][CH:26]=2)(=[O:15])=[O:16])[CH3:10])=[CH:27][CH:28]=1. Reported procedure: To a solution of 0.39 g of the amorphous compound obtained in Example 190, 0.145 g of 1-piperidinethanol and 0.369 g of triphenylphosphine in 5 ml of tetrahydrofuran, was added dropwise a solution of 0.245 g of diethyl azodicarboxylate in 2 ml of tetrahydrofuran with stirring under ice cooling. The mixture was stirred for 2 hours and evaporated to remove the solvent under a reduced pressure, and resulting residue dissolved in 30 ml of ethyl acetate and extracted three times with 10 ml of 1N hydr... The reactants are O=C1CCC(c2ccc3[nH]c(=O)oc3c2)CC1, NCCCc1ccc(F)c(F)c1. Yields the product O=c1[nH]c2ccc(C3CCC(NCCCc4ccc(F)c(F)c4)CC3)cc2o1. Reaction SMILES: [CH:1]1([c:8]2[cH:9][c:10]3[c:11]([nH:12][c:13](=[O:15])[o:14]3)[cH:16][cH:17]2)[CH2:2][CH2:3][C:4](=[O:7])[CH2:5][CH2:6]1.[F:18][c:19]1[cH:20][c:21]([CH2:26][CH2:27][CH2:28][NH2:29])[cH:22][cH:23][c:24]1[F:25]>>[CH:1]1([c:8]2[cH:9][c:10]3[c:11]([nH:12][c:13](=[O:15])[o:14]3)[cH:16][cH:17]2)[CH2:2][CH2:3][CH:4]([NH:29][CH2:28][CH2:27][CH2:26][c:21]2[cH:20][c:19]([F:18])[c:24]([F:25])[cH:23][cH:22]2)[CH2:5][CH2:6]1. Reactants: Brc1cccnc1, CCOC(=O)N1CCC(=O)CC1, [Li]CCCC, C1CCOC1, O. Product: CCOC(=O)N1CCC(O)(c2cccnc2)CC1. Reaction SMILES: [Br:6][c:7]1[cH:8][n:9][cH:10][cH:11][cH:12]1.[C:13](=[O:14])([O:15][CH2:16][CH3:17])[N:18]1[CH2:19][CH2:20][C:21](=[O:24])[CH2:22][CH2:23]1.[CH2:1]([Li:2])[CH2:3][CH2:4][CH3:5].[CH2:26]1[O:27][CH2:28][CH2:29][CH2:30]1.[OH2:25]>>[c:7]1([C:21]2([OH:24])[CH2:20][CH2:19][N:18]([C:13](=[O:14])[O:15][CH2:16][CH3:17])[CH2:23][CH2:22]2)[cH:8][n:9][cH:10][cH:11][cH:12]1. As a reaction SMILES: [OH:1][C:2]1[CH:7]=[CH:6][CH:5]=[CH:4][C:3]=1[C:8]1[N:12]=[C:11]([C:13]2[CH:18]=[CH:17][CH:16]=[CH:15][C:14]=2[OH:19])[N:10]([CH2:20][C:21](OCC)=[O:22])[N:9]=1.OCC[NH:29][CH2:30][CH2:31][NH:32][CH2:33][CH2:34][OH:35].[CH2:36]([OH:38])[CH3:37]>>[OH:38][CH2:36][CH2:37][N:32]([CH2:33][CH2:34][OH:35])[CH2:31][CH2:30][NH:29][C:21](=[O:22])[CH2:20][N:10]1[C:11]([C:13]2[CH:18]=[CH:17][CH:16]=[CH:15][C:14]=2[OH:19])=[N:12][C:8]([C:3]2[CH:4]=[CH:5][CH:6]=[CH:7][C:2]=2[OH:1])=[N:9]1. Procedure details: 2.0 g of ethyl [3,5-bis(2-hydroxyphenyl)-[1,2,4]triazol-1-yl]acetate (Example 2) and 1.0 g of bis(2-hydroxyethyl)ethylenediamine are boiled under reflux for 24 h in 8 ml of ethanol. The mixture is cooled, poured onto water and extracted with ethyl acetate. The combined organic phases are dried over sodium sulfate and concentrated on a rotary evaporator. The residue is chromatographed on silica gel. After concentration and drying, N-{2-[bis(2-hydroxyethyl)amino]ethyl}-2-[3,5-bis(2-hydroxyphenyl)-... Starting materials: OC1=C(C=CC=C1)C1=NN(C(=N1)C1=C(C=CC=C1)O)CC(=O)OCC (Ethyl [3,5bis(2-hydroxyphenyl)-[1,2,4]triazol-1-yl]acetate), OCCNCCNCCO (bis(2-hydroxyethyl)ethylenediamine), C(C)O (ethanol). The product is OCCN(CCNC(CN1N=C(N=C1C1=C(C=CC=C1)O)C1=C(C=CC=C1)O)=O)CCO (N-{2-[Bis(2-hydroxyethyl)amino]ethyl}-2-[3,5-bis(2-hydroxyphenyl)-[1,2,4]triazol-1-yl]acetamide). Starting materials: C[Si](C)(C)[N-][Si](C)(C)C.[Na+] (NaHMDS), C(C1=CC=CC=C1)N1C[C@H](N(CC1)CC#N)C ((R)-N-benzyl-3-methyl-N′-cyanomethylpiperazine), C(#N)C=1SC2=C(N1)C=C(C=C2)OC (2-cyano-5-methoxy-benzothiazole), C1CCOC1 (THF). Conditions: time 10 hour. Product: C(C1=CC=CC=C1)(=O)N1C[C@H](N(CC1)C(C(=N)C=1SC2=C(N1)C=C(C=C2)OC)C#N)C ((R)-N-(benzoyl)-3-methyl-N′-[2-(5-methoxy-benzothiazol-2-yl)-2-imino-1-cyano-ethyl]-piperazine). RXN SMILES: C[Si]([N-][Si](C)(C)C)(C)C.[Na+].[CH2:11]([N:18]1[CH2:23][CH2:22][N:21]([CH2:24][C:25]#[N:26])[C@H:20]([CH3:27])[CH2:19]1)[C:12]1[CH:17]=[CH:16][CH:15]=[CH:14][CH:13]=1.[C:28]([C:30]1[S:31][C:32]2[CH:38]=[CH:37][C:36]([O:39][CH3:40])=[CH:35][C:33]=2[N:34]=1)#[N:29].C1C[O:44]CC1>>[C:11]([N:18]1[CH2:23][CH2:22][N:21]([CH:24]([C:25]#[N:26])[C:28]([C:30]2[S:31][C:32]3[CH:38]=[CH:37][C:36]([O:39][CH3:40])=[CH:35][C:33]=3[N:34]=2)=[NH:29])[C@H:20]([CH3:27])[CH2:19]1)(=[O:44])[C:12]1[CH:13]=[CH:14][CH:15]=[CH:16][CH:17]=1 |f:0.1|. Reported procedure: NaHMDS (0.77 ml, 1M in THF) was added into a solution of (R)-N-benzyl-3-methyl-N′-cyanomethylpiperazine (100 mg) and 2-cyano-5-methoxy-benzothiazole (58 mg) in THF (10 ml). The reaction was stirred for 10 hours. Then 4 ml of the reaction mixture was separated and quenched with MeOH. After solvents were removed under vaccum, the residue was purified using Shimadzu automated preparative HPLC System to give (R)-N-(benzoyl)-3-methyl-N′-[2-(5-methoxy-benzothiazol-2-yl)-2-imino-1-cyano-ethyl]-piperazi... The reactants are C(#N)C=1C=C(C=CC1)C=CC=1SC=C(N1)C(C)C (2-(2-(3-Cyanophenyl)ethenyl)-4-isopropylthiazole), O (water), C(C)(=O)O (acetic acid). Run in Cl (hydrochloric acid). Run at temperature 100 celsius, time 4 hour. The product is C(C)(C)C=1N=C(SC1)C=CC=1C=C(C(=O)O)C=CC1 (3-(2-(4-isopropyl-2-thiazolyl))ethenylbenzoic acid). The yield is 92.0%. As a reaction SMILES: [C:1]([C:3]1[CH:4]=[C:5]([CH:9]=[CH:10][C:11]2[S:12][CH:13]=[C:14]([CH:16]([CH3:18])[CH3:17])[N:15]=2)[CH:6]=CC=1)#N.O.[C:20]([OH:23])(=[O:22])[CH3:21]>Cl>[CH:16]([C:14]1[N:15]=[C:11]([CH:10]=[CH:9][C:5]2[CH:6]=[C:21]([CH:1]=[CH:3][CH:4]=2)[C:20]([OH:23])=[O:22])[S:12][CH:13]=1)([CH3:18])[CH3:17]. Procedure details: 2-(2-(3-Cyanophenyl)ethenyl)-4-isopropylthiazole prepared in Synthetic Example (2.54 g, 10.0 mmol) was dissolved in a mixed solvent of acetic acid (5 ml) and concentrated hydrochloric acid (10 ml) and the resulting mixture was heated under stirring at 100° C. for 4 hours. After water was added, the reaction mixture was extracted with ethyl acetate and dried. The solvent was distilled out to afford the indicated compound (2.51 g) with a yield of 92%. Starting materials: CCO, NN, O, O, O=C1c2ccccc2C(=O)N1Cc1cccc(Sc2ccccc2)c1. Product: NCc1cccc(Sc2ccccc2)c1. Reaction SMILES: [CH3:30][CH2:31][OH:32].[NH2:27][NH2:28].[OH2:26].[OH2:29].[c:1]1([S:7][c:8]2[cH:9][c:10]([CH2:11][N:12]3[C:13](=[O:14])[c:15]4[c:16]([cH:17][cH:18][cH:19][cH:20]4)[C:21]3=[O:22])[cH:23][cH:24][cH:25]2)[cH:2][cH:3][cH:4][cH:5][cH:6]1>>[c:1]1([S:7][c:8]2[cH:9][c:10]([CH2:11][NH2:12])[cH:23][cH:24][cH:25]2)[cH:2][cH:3][cH:4][cH:5][cH:6]1. Starting materials: O[C@H]1C[C@@H]2CC[C@H]3[C@@H]4CC[C@H](C(C=C)=O)[C@]4(CC([C@@H]3[C@]2(CC1)C)=O)C (3α-Hydroxy-21-methylene-5α-pregnane-11,20-dione), C(C)S (ethanethiol). Run at time 24 hour. Yields the product C(C)SCCC([C@H]1CC[C@H]2[C@@H]3CC[C@H]4C[C@@H](CC[C@]4(C)[C@H]3C(C[C@]12C)=O)O)=O (21-Ethylthiomethyl-3α-hydroxy-5α-pregnane-11,20-dione). Reaction SMILES: [OH:1][C@@H:2]1[CH2:22][CH2:21][C@@:20]2([CH3:23])[C@@H:4]([CH2:5][CH2:6][C@@H:7]3[C@@H:19]2[C:18](=[O:24])[CH2:17][C@@:16]2([CH3:25])[C@H:8]3[CH2:9][CH2:10][C@@H:11]2[C:12](=[O:15])[CH:13]=[CH2:14])[CH2:3]1.[CH2:26]([SH:28])[CH3:27]>>[CH2:26]([S:28][CH2:14][CH2:13][C:12](=[O:15])[C@@H:11]1[C@:16]2([CH3:25])[C@H:8]([C@H:7]3[C@H:19]([C:18](=[O:24])[CH2:17]2)[C@:20]2([CH3:23])[C@H:4]([CH2:3][C@H:2]([OH:1])[CH2:22][CH2:21]2)[CH2:5][CH2:6]3)[CH2:9][CH2:10]1)[CH3:27]. Procedure: 3α-Hydroxy-21-methylene-5α-pregnane-11,20-dione (250 mg. ) was dissolved in ethanethiol (2 ml) and the solution kept at room temperature for 24 hours. The excess ethanethiol was removed in vacuo and the residue partitioned between ether and water. The ethereal solution was washed with water, dried over anhydrous sodium sulphate and evaporated to a foam which was purified by preparative t.l.c. to give title compound (150 mg) as a glass [α]D + 83.3° (c = 0.12)